Dataset: the Open Reaction Database (ORD), a public repository of structured organic reaction records. Task: describe an organic reaction: reactants, conditions, products, and yield Starting materials: CC(=O)Cl, Cc1ccccc1, CCCC1CCC(C2CCC(c3ccc(O)cc3)CC2)CC1, c1ccncc1. Yields the product CCCC1CCC(C2CCC(c3ccc(OC(C)=O)cc3)CC2)CC1. As a reaction SMILES: [CH3:1][C:2]([Cl:3])=[O:4].[CH3:33][c:34]1[cH:35][cH:36][cH:37][cH:38][cH:39]1.[OH:5][c:6]1[cH:7][cH:8][c:9]([CH:12]2[CH2:13][CH2:14][CH:15]([CH:18]3[CH2:19][CH2:20][CH:21]([CH2:24][CH2:25][CH3:26])[CH2:22][CH2:23]3)[CH2:16][CH2:17]2)[cH:10][cH:11]1.[cH:27]1[cH:28][cH:29][n:30][cH:31][cH:32]1>>[CH3:1][C:2](=[O:4])[O:5][c:6]1[cH:7][cH:8][c:9]([CH:12]2[CH2:13][CH2:14][CH:15]([CH:18]3[CH2:19][CH2:20][CH:21]([CH2:24][CH2:25][CH3:26])[CH2:22][CH2:23]3)[CH2:16][CH2:17]2)[cH:10][cH:11]1. Starting materials: O (water), ClC1=CC=C(C=C1)O (4-chlorophenol), FC1=CC=C(C=O)C=C1 (4-fluorobenzaldehyde), C(=O)([O-])[O-].[Cs+].[Cs+] (Cs2CO3). Solvent: CN(C)C=O (DMF). Run at temperature 90 celsius, time 6 hour. Yields the product ClC1=CC=C(OC2=C(C=O)C=CC=C2)C=C1 (4-chlorophenoxybenzaldehyde). RXN SMILES: [Cl:1][C:2]1[CH:7]=[CH:6][C:5]([OH:8])=[CH:4][CH:3]=1.F[C:10]1[CH:17]=[CH:16][C:13]([CH:14]=[O:15])=[CH:12][CH:11]=1.C([O-])([O-])=O.[Cs+].[Cs+].O>CN(C=O)C>[Cl:1][C:2]1[CH:7]=[CH:6][C:5]([O:8][C:12]2[CH:11]=[CH:10][CH:17]=[CH:16][C:13]=2[CH:14]=[O:15])=[CH:4][CH:3]=1 |f:2.3.4|. Reported procedure: A heterogeneous mixture of 4-chlorophenol (14.1 g, 0.11 mmol), 4-fluorobenzaldehyde 12.4 g, 0.1 mmol) and Cs2CO3 (65.0 g, 0.20 mmol) in DMF (400 mL) was stirred at 90° C. for 6 h. The reaction mixture was poured into water (1.2 L) and extracted with ethyl acetate (2×200 mL). The organic phase was washed with water (2×100 mL), dried and concentrated to give essentially pure 4-chlorophenoxybenzaldehyde, which was used directly for the next step. Starting materials: CO (methanol), C(C=C)ONC(CC)=C1C(OC(=CC1=O)CC)=O (3-(1-allyloxyaminopropylidene)-6-ethyl-3,4-dihydro-2H-pyrane-2,4-dione). Solvent: CC(=O)C (acetone), O (water). The product is C(C=C)ONC(CC)(O)C1C(OC(=CC1=O)CC)=O (3-(1-allyloxyamino-1-hydroxypropyl)-6-ethyl-3,4-dihydro-2H-pyrane-2,4-dione). Reaction SMILES: [CH2:1]([O:4][NH:5][C:6](=[C:9]1[C:14](=[O:15])[CH:13]=[C:12]([CH2:16][CH3:17])[O:11][C:10]1=[O:18])[CH2:7][CH3:8])[CH:2]=[CH2:3].C[OH:20]>CC(C)=O.O>[CH2:1]([O:4][NH:5][C:6]([CH:9]1[C:14](=[O:15])[CH:13]=[C:12]([CH2:16][CH3:17])[O:11][C:10]1=[O:18])([OH:20])[CH2:7][CH3:8])[CH:2]=[CH2:3]. Procedure: 1.0 g of 3-(1-allyloxyaminopropylidene)-6-ethyl-3,4-dihydro-2H-pyrane-2,4-dione (ND26.5 :1.5389) was dissolved in 50ml of acetone containing 5% of water. After it was poured shallowly into the vessel having an area of (30×35)cm2, it was allowed to stand for a day in the sunlight. 630mg of the crude product was obtained by the distillation of methanol after the precipitated crystal on the container was recovered by washing with methanol. The crude product was recrystallized three times from the m... Starting materials: N(C)CC(=O)O (sarcosine), [OH-].[Na+] (sodium hydroxide), ClC=1C=C(C=CC1Cl)N=C=O (3,4-dichlorophenyl isocyanate). The solvent is O (water). Product: CN(C(=O)NC1=CC(=C(C=C1)Cl)Cl)CC(=O)O (1-methyl-1-(hydroxycarbonylmethyl)-3-(3,4-dichlorophenyl) urea). Reaction SMILES: [NH:1]([CH2:3][C:4]([OH:6])=[O:5])[CH3:2].[OH-].[Na+].[Cl:9][C:10]1[CH:11]=[C:12]([N:17]=[C:18]=[O:19])[CH:13]=[CH:14][C:15]=1[Cl:16]>O>[CH3:2][N:1]([CH2:3][C:4]([OH:6])=[O:5])[C:18]([NH:17][C:12]1[CH:13]=[CH:14][C:15]([Cl:16])=[C:10]([Cl:9])[CH:11]=1)=[O:19] |f:1.2|. Procedure: To a stirred solution of 89 g. of sarcosine in 300 ml. of water containing 60 g. of sodium hydroxide were added portion-wise over thirty minutes 188 g. of 3,4-dichlorophenyl isocyanate. The reaction mixture was stirred for thirty minutes following the addition, and then was filtered. The filtrate was acidified with concentrated hydrochloric acid, whereupon a white solid precipitated. The solid was collected by filtration and air dried to give 1-methyl-1-(hydroxycarbonylmethyl)-3-(3,4-dichlorophe... Reactants: O=c1c2ccc(Cl)n2nc(C(O)C2CC2)n1Cc1ccccc1, CCOC(C)=O, [N-]=[N+]=[N-], [Na+], CN(C)C=O, c1ccc(P(c2ccccc2)c2ccccc2)cc1. Yields the product NC(c1nn2c(Cl)ccc2c(=O)n1Cc1ccccc1)C1CC1. RXN SMILES: [CH2:1]([c:2]1[cH:3][cH:4][cH:5][cH:6][cH:7]1)[n:8]1[c:9]([CH:19]([OH:20])[CH:21]2[CH2:22][CH2:23]2)[n:10][n:11]2[c:12]([c:13]1=[O:14])[cH:15][cH:16][c:17]2[Cl:18].[CH3:52][CH2:53][O:54][C:55]([CH3:56])=[O:57].[N-:25]=[N+:26]=[N-:27].[Na+:24].[O:47]=[CH:48][N:49]([CH3:50])[CH3:51].[c:28]1([P:29]([c:30]2[cH:31][cH:32][cH:33][cH:34][cH:35]2)[c:36]2[cH:37][cH:38][cH:39][cH:40][cH:41]2)[cH:42][cH:43][cH:44][cH:45][cH:46]1>>[CH2:1]([c:2]1[cH:3][cH:4][cH:5][cH:6][cH:7]1)[n:8]1[c:9]([CH:19]([CH:21]2[CH2:22][CH2:23]2)[NH2:25])[n:10][n:11]2[c:12]([c:13]1=[O:14])[cH:15][cH:16][c:17]2[Cl:18]. Reactants: C(C)(=O)N1CCC2=C(CC1)C=C(C(=C2)S(=O)(=O)C)OC (3-Acetyl-8-methoxy-7-methylsulfonyl-2,3,4,5-tetrahydro-1H-3-benzazepine), Br (hydrobromic acid). Yields the product Br.OC=1C(=CC2=C(CCNCC2)C1)S(=O)(=O)C (8-hydroxy-7-methylsulfonyl-2,3,4,5-tetrahydro-1H-3benzazepine hydrobromide). As a reaction SMILES: C([N:4]1[CH2:10][CH2:9][C:8]2[CH:11]=[C:12]([O:19]C)[C:13]([S:15]([CH3:18])(=[O:17])=[O:16])=[CH:14][C:7]=2[CH2:6][CH2:5]1)(=O)C.[BrH:21]>>[BrH:21].[OH:19][C:12]1[C:13]([S:15]([CH3:18])(=[O:17])=[O:16])=[CH:14][C:7]2[CH2:6][CH2:5][NH:4][CH2:10][CH2:9][C:8]=2[CH:11]=1 |f:2.3|. Procedure details: 3-Acetyl-8-methoxy-7-methylsulfonyl-2,3,4,5-tetrahydro-1H-3-benzazepine (1 g, 0.003 m) in 48% hydrobromic acid (15 ml) was heated to reflux for 16 hours and concentrated in vacuo. The residue was triturated with acetone and recrystallized from methanol-water to give 8-hydroxy-7-methylsulfonyl-2,3,4,5-tetrahydro-1H-3benzazepine hydrobromide, m.p. 300° (decomp.).